describe an organic reaction: reactants, conditions, products, and yield From a dataset of the Open Reaction Database (ORD), a public repository of structured organic reaction records. Reactants: COc1ccc(CCBr)cc1, CCCCc1ccc(Br)cn1, C1CCOC1, Cc1ccccc1, Cl, [Li]. Product: CCCCc1ccc(CCc2ccc(OC)cc2)cn1. As a reaction SMILES: [Br:1][CH2:2][CH2:3][c:4]1[cH:5][cH:6][c:7]([O:10][CH3:11])[cH:8][cH:9]1.[CH2:13]([CH2:14][CH2:15][CH3:16])[c:17]1[n:18][cH:19][c:20]([Br:23])[cH:21][cH:22]1.[CH2:25]1[O:26][CH2:27][CH2:28][CH2:29]1.[CH3:30][c:31]1[cH:32][cH:33][cH:34][cH:35][cH:36]1.[ClH:24].[Li:12]>>[CH2:2]([CH2:3][c:4]1[cH:5][cH:6][c:7]([O:10][CH3:11])[cH:8][cH:9]1)[c:20]1[cH:19][n:18][c:17]([CH2:13][CH2:14][CH2:15][CH3:16])[cH:22][cH:21]1. Starting materials: NCC(=O)N(C)C=1C(=C(COC2=CC=CC=3N(C(=NC32)C)C)C(=CC1)Cl)Cl (4-[3-(N-glycyl-N-methylamino)-2,6-dichlorobenzyloxy]-1,2-dimethyl-1H-benzimidazole), CNC(=O)C1=CC=C(C=CC(=O)O)C=C1 (4-(methylcarbamoyl)cinnamic acid), Cl.C(C)N=C=NCCCN(C)C (1-ethyl-3-(3-dimethylaminopropyl)carbodiimide hydrochloride), ON1N=NC2=C1C=CC=C2 (1-hydroxybenzotriazole). Run in O (water), CN(C=O)C (dimethylformamide). Reaction conditions: time 3 hour. Product: ClC1=C(COC2=CC=CC=3N(C(=NC32)C)C)C(=CC=C1N(C(CNC(C=CC1=CC=C(C=C1)C(NC)=O)=O)=O)C)Cl (4-[2,6-dichloro-3-[N-methyl-N-[4-(methyl-carbamoyl)cinnamoylglycy]amino]benzyloxy]-1,2-dimethyl-1H-benzimidazole). Isolated yield 82.9%. RXN SMILES: [NH2:1][CH2:2][C:3]([N:5]([C:7]1[C:8]([Cl:27])=[C:9]([C:23]([Cl:26])=[CH:24][CH:25]=1)[CH2:10][O:11][C:12]1[C:20]2[N:19]=[C:18]([CH3:21])[N:17]([CH3:22])[C:16]=2[CH:15]=[CH:14][CH:13]=1)[CH3:6])=[O:4].[CH3:28][NH:29][C:30]([C:32]1[CH:42]=[CH:41][C:35]([CH:36]=[CH:37][C:38](O)=[O:39])=[CH:34][CH:33]=1)=[O:31].Cl.C(N=C=NCCCN(C)C)C.ON1C2C=CC=CC=2N=N1>O.CN(C)C=O>[Cl:27][C:8]1[C:7]([N:5]([CH3:6])[C:3](=[O:4])[CH2:2][NH:1][C:38](=[O:39])[CH:37]=[CH:36][C:35]2[CH:41]=[CH:42][C:32]([C:30](=[O:31])[NH:29][CH3:28])=[CH:33][CH:34]=2)=[CH:25][CH:24]=[C:23]([Cl:26])[C:9]=1[CH2:10][O:11][C:12]1[C:20]2[N:19]=[C:18]([CH3:21])[N:17]([CH3:22])[C:16]=2[CH:15]=[CH:14][CH:13]=1 |f:2.3|. Reported procedure: To a mixture of 4-[3-(N-glycyl-N-methylamino)-2,6-dichlorobenzyloxy]-1,2-dimethyl-1H-benzimidazole (100 mg), 4-(methylcarbamoyl)cinnamic acid (55.4 mg) and dimethylformamide (1 ml) were added 1-ethyl-3-(3-dimethylaminopropyl)carbodiimide hydrochloride (61.2 mg) and 1-hydroxybenzotriazole (49.7 mg), and the mixture was stirred for 3 hours at ambient temperature. To the mixture was added water, and the mixture was extracted with dichloromethane. The separated organic layer was washed with saturate... Product: CCN(CC)CCOc1ccc(Br)cc1. Reactants: Oc1ccc(Br)cc1, CCN(CC)CCCl, Cl, [K+], [K+], O=C([O-])[O-], CN(C)C=O. Reaction SMILES: [Br:1][c:2]1[cH:3][cH:4][c:5]([OH:8])[cH:6][cH:7]1.[Cl:9][CH2:10][CH2:11][N:12]([CH2:13][CH3:14])[CH2:15][CH3:16].[ClH:17].[K+:18].[K+:19].[O-:20][C:21]([O-:22])=[O:23].[O:24]=[CH:25][N:26]([CH3:27])[CH3:28]>>[Br:1][c:2]1[cH:3][cH:4][c:5]([O:8][CH2:10][CH2:11][N:12]([CH2:13][CH3:14])[CH2:15][CH3:16])[cH:6][cH:7]1. Reactants: [Si](C1=CC=CC=C1)(C1=CC=CC=C1)(C(C)(C)C)OCC1=CC=C(C=C1)CCCC=O (4-(4-tert-Butyldiphenylsilyloxymethyl-phenyl)butyraldehyde), C1(=CC=CC=C1)CCC[Mg]Br (3-Phenyl-1-propylmagnesium bromide), C1(=CC=CC=C1)CCCC(CCCC1=CC=CC=C1)O (1,7-Diphenyl-4-heptanol). The solvent is C1CCOC1 (THF). Yields the product [Si](C1=CC=CC=C1)(C1=CC=CC=C1)(C(C)(C)C)OCC1=CC=C(C=C1)CCCC(CCCC1=CC=CC=C1)O (1-(4-tert-Butyldiphenylsilyloxymethylphenyl)-7-phenyl-heptan-4-ol). Isolated yield 122.9%. RXN SMILES: [Si:1]([O:18][CH2:19][C:20]1[CH:25]=[CH:24][C:23]([CH2:26][CH2:27][CH2:28][CH:29]=[O:30])=[CH:22][CH:21]=1)([C:14]([CH3:17])([CH3:16])[CH3:15])([C:8]1[CH:13]=[CH:12][CH:11]=[CH:10][CH:9]=1)[C:2]1[CH:7]=[CH:6][CH:5]=[CH:4][CH:3]=1.[C:31]1([CH2:37][CH2:38][CH2:39][Mg]Br)[CH:36]=[CH:35][CH:34]=[CH:33][CH:32]=1.C1(CCCC(O)CCCC2C=CC=CC=2)C=CC=CC=1>C1COCC1>[Si:1]([O:18][CH2:19][C:20]1[CH:25]=[CH:24][C:23]([CH2:26][CH2:27][CH2:28][CH:29]([OH:30])[CH2:39][CH2:38][CH2:37][C:31]2[CH:36]=[CH:35][CH:34]=[CH:33][CH:32]=2)=[CH:22][CH:21]=1)([C:14]([CH3:16])([CH3:17])[CH3:15])([C:8]1[CH:13]=[CH:12][CH:11]=[CH:10][CH:9]=1)[C:2]1[CH:3]=[CH:4][CH:5]=[CH:6][CH:7]=1. Reported procedure: The alcohol 173 was prepared from 2.12 g (5.0 mmol) of 172 and 9.0 mL (9 mmol) of 120 in 50 mL of THF as described for the synthesis of 121 in Example 1. Flash chromatography (elution with 10% ethyl acetate in hexane) gave 3.3 g of the alcohol 173. 1H NMR consistent with the product. The product is CN(C)Cc1ccc(-c2csc(NC(=N)N)n2)o1. The reactants are Cl, CN(C)C(=O)c1ccc(-c2csc(NC(=N)N)n2)o1, C1CCOC1, O. RXN SMILES: [ClH:20].[NH:1]([C:2](=[NH:3])[NH2:4])[c:5]1[s:6][cH:7][c:8](-[c:10]2[o:11][c:12]([C:15]([N:16]([CH3:17])[CH3:18])=[O:19])[cH:13][cH:14]2)[n:9]1.[O:21]1[CH2:22][CH2:23][CH2:24][CH2:25]1.[OH2:26]>>[NH:1]([C:2](=[NH:3])[NH2:4])[c:5]1[s:6][cH:7][c:8](-[c:10]2[o:11][c:12]([CH2:15][N:16]([CH3:17])[CH3:18])[cH:13][cH:14]2)[n:9]1. The reactants are C(C)OC(=O)C=1N=CN(C1)C1=CC(=CC=C1)C1=CC(=NC=C1)F (1-[3-(2-Fluoro-pyridin-4-yl)-phenyl]-1H-imidazole-4-carboxylic acid ethyl ester), [OH-].[K+] (potassium hydroxide). Run in C(C)O (ethanol). Product: FC1=NC=CC(=C1)C=1C=C(C=CC1)N1C=NC(=C1)C(=O)O (1-[3-(2-Fluoro-pyridin-4-yl)-phenyl]-1H-imidazole-4-carboxylic acid). RXN SMILES: C([O:3][C:4]([C:6]1[N:7]=[CH:8][N:9]([C:11]2[CH:16]=[CH:15][CH:14]=[C:13]([C:17]3[CH:22]=[CH:21][N:20]=[C:19]([F:23])[CH:18]=3)[CH:12]=2)[CH:10]=1)=[O:5])C.[OH-].[K+]>C(O)C>[F:23][C:19]1[CH:18]=[C:17]([C:13]2[CH:12]=[C:11]([N:9]3[CH:10]=[C:6]([C:4]([OH:5])=[O:3])[N:7]=[CH:8]3)[CH:16]=[CH:15][CH:14]=2)[CH:22]=[CH:21][N:20]=1 |f:1.2|. Procedure details: This compound is prepared by hydrolysis of 23k using a 1:1 mixture of aqueous potassium hydroxide (2M) and ethanol. The reactants are C(C)O.[O-]CC.[Na+] (sodium ethoxide ethanol), C(C)O (ethanol), FC1=C(C=C(C(=C1)C)SCC(F)(F)F)NN (2-fluoro-4-methyl-5-(2,2,2-trifluoroethylthio)phenylhydrazine), C(\C=C/C(=O)OCC)(=O)OCC (diethyl maleate). Run in C(C)(=O)O (acetic acid). Reaction conditions: time 30 second. Yields the product FC1=C(C=C(C(=C1)C)SCC(F)(F)F)N1N=C(C=C1C(=O)OCC)O (ethyl 1-{2-fluoro-4-methyl-5-(2,2,2-trifluoroethylthio)phenyl}-3-hydroxypyrazole-5-carboxylate). Yield: 25.5%. As a reaction SMILES: C(O)C.[O-]CC.[Na+].C(O)C.[F:11][C:12]1[CH:17]=[C:16]([CH3:18])[C:15]([S:19][CH2:20][C:21]([F:24])([F:23])[F:22])=[CH:14][C:13]=1[NH:25][NH2:26].[C:27](OCC)(=[O:35])/[CH:28]=[CH:29]\[C:30]([O:32][CH2:33][CH3:34])=[O:31]>C(O)(=O)C>[F:11][C:12]1[CH:17]=[C:16]([CH3:18])[C:15]([S:19][CH2:20][C:21]([F:23])([F:24])[F:22])=[CH:14][C:13]=1[N:25]1[C:29]([C:30]([O:32][CH2:33][CH3:34])=[O:31])=[CH:28][C:27]([OH:35])=[N:26]1 |f:0.1.2|. Procedure details: 14 g of a 20 mass % sodium ethoxide ethanol solution was added to 20 mL of ethanol, and 10 g of 2-fluoro-4-methyl-5-(2,2,2-trifluoroethylthio)phenylhydrazine was rapidly added under reflux with heating. After stirring for 30 seconds, 7.8 g of diethyl maleate was dropwise added, followed by stirring under reflux with heating for 10minutes. The reaction solution was cooled to 50° C. or below, and 4.5 g of acetic acid was added. Then, the solvent was distilled off under reduced pressure, extraction... The reactants are CC1CCC(CC1)=O (4-methylcyclohexanone), C(NN)(=O)OC(C)(C)C (t-butyl carbazate). Run in CCCCCC (hexane). The product is CC1CCC(CC1)=NNC(=O)OC(C)(C)C (t-Butyl 2-(4-methylcyclohexylidene)hydrazinecarboxylate). The yield is 89.1%. RXN SMILES: [CH3:1][CH:2]1[CH2:7][CH2:6][C:5](=O)[CH2:4][CH2:3]1.[C:9]([O:13][C:14]([CH3:17])([CH3:16])[CH3:15])(=[O:12])[NH:10][NH2:11]>CCCCCC>[CH3:1][CH:2]1[CH2:7][CH2:6][C:5](=[N:11][NH:10][C:9]([O:13][C:14]([CH3:17])([CH3:16])[CH3:15])=[O:12])[CH2:4][CH2:3]1. Procedure details: To a 230 ml hexane solution of 23.6 ml (192 mmol) of 4-methylcyclohexanone, 25.5 g (192 mg) of t-butyl carbazate was added, followed by heating the mixture under reflux for 20 minutes. Then, the reaction mixture was brought to room temperature, and precipitated solids were collected by filtration to obtain 38.7 g (89%) of the captioned compound. Reactants: COC1=C(C=CC(=C1)OC)/C=C/C(C)=O ((E)-4-(2,4-dimethoxyphenyl)but-3-en-2-one), O.C(C=O)(=O)O (glyoxylic acid monohydrate). Run in C(C)(=O)O (acetic acid), O (water). Yields the product COC1=C(C=CC(=C1)OC)/C=C/C(/C=C/C(=O)O)=O ((E,E)-6-(2,4-dimethoxyphenyl)-4-oxo-2,5-hexadienoic acid). Reaction SMILES: [CH3:1][O:2][C:3]1[CH:8]=[C:7]([O:9][CH3:10])[CH:6]=[CH:5][C:4]=1/[CH:11]=[CH:12]/[C:13](=[O:15])[CH3:14].O.[C:17]([OH:21])(=[O:20])[CH:18]=O>C(O)(=O)C.O>[CH3:1][O:2][C:3]1[CH:8]=[C:7]([O:9][CH3:10])[CH:6]=[CH:5][C:4]=1/[CH:11]=[CH:12]/[C:13](=[O:15])/[CH:14]=[CH:18]/[C:17]([OH:21])=[O:20] |f:1.2|. Procedure details: A solution of 19 g (92 mmol) of (E)-4-(2,4-dimethoxyphenyl)but-3-en-2-one and 8.4 g (92 mmol) of glyoxylic acid monohydrate in 24 ml of acetic acid was heated at reflux for 20 hours. The reaction mixture was diluted with water and extracted with ethyl acetate. The organic phase was extracted twice with 3N sodium hydroxide solution. The combined aqueous phases were treated with 3N hydrochloric acid to produce a strongly acidic reaction and extracted twice with ethyl acetate. The combined organic ...